This data is from the Open Reaction Database (ORD), a public repository of structured organic reaction records. The task is: describe an organic reaction: reactants, conditions, products, and yield Starting materials: ClC1=NC(=NC(=C1)C1=CC(=CC=C1)OC)OC (4-chloro-2-methoxy-6-(3-methoxy-phenyl)-pyrimidine), ClC1=NC(=NC(=C1)C1=CC(=CC=C1)OC)OC (4-chloro-2-methoxy-6-(3-methoxy-phenyl)-pyrimidine), Cl.[N+](=O)([O-])C1=CC=C(C=C1)CCN (2-(4-nitro-phenyl)-ethylamine hydrochloride), C(C)(C)N(CC)C(C)C (diisopropyl-ethylamine). Solvent: CCO (EtOH). Conditions: temperature 170 celsius. Product: COC1=NC(=CC(=N1)NCCC1=CC=C(C=C1)[N+](=O)[O-])C1=CC(=CC=C1)OC ([2-methoxy-6-(3-methoxy-phenyl)-pyrimidin-4-yl]-[2-(4-nitro-phenyl)-ethyl]-amine). Yield: 50.9%. As a reaction SMILES: Cl[C:2]1[CH:7]=[C:6]([C:8]2[CH:13]=[CH:12][CH:11]=[C:10]([O:14][CH3:15])[CH:9]=2)[N:5]=[C:4]([O:16][CH3:17])[N:3]=1.Cl.[N+:19]([C:22]1[CH:27]=[CH:26][C:25]([CH2:28][CH2:29][NH2:30])=[CH:24][CH:23]=1)([O-:21])=[O:20].C(N(C(C)C)CC)(C)C>CCO>[CH3:17][O:16][C:4]1[N:3]=[C:2]([NH:30][CH2:29][CH2:28][C:25]2[CH:24]=[CH:23][C:22]([N+:19]([O-:21])=[O:20])=[CH:27][CH:26]=2)[CH:7]=[C:6]([C:8]2[CH:13]=[CH:12][CH:11]=[C:10]([O:14][CH3:15])[CH:9]=2)[N:5]=1 |f:1.2|. Reported procedure: To a solution of 4-chloro-2-methoxy-6-(3-methoxy-phenyl)-pyrimidine [80 mg, 0.32 mmol, Intermediate (53)] and 2-(4-nitro-phenyl)-ethylamine hydrochloride (77.6 mg, 0.38 mmol) in EtOH (1.1 mL) is added diisopropyl-ethylamine (0.139 mL, 0.80 mmol). The reaction mixture is heated under microwave at 170° C. for 45 minutes. Solvent is removed and residue is subjected to flash column chromatography (silica gel: 10-50% ethyl acetate/heptane) to afford [2-methoxy-6-(3-methoxy-phenyl)-pyrimidin-4-yl]-[2-... Product: ClCC=1C=C(C=NC1)C(=O)C1=CC=C(C=C1)F ((5-Chloromethyl-pyridin-3-yl)-(4-fluoro-phenyl)-methanone). Isolated yield 86.8%. Reactants: FC1=CC=C(C=C1)C(=O)C=1C=NC=C(C1)CO ((4-Fluoro-phenyl)-(5-hydroxymethyl-pyridin-3-yl)-methanone), S(=O)(Cl)Cl (thionyl chloride). Reported procedure: To a solution of (4-fluoro-phenyl)-(5-hydroxymethyl-pyridin-3-yl)-methanone (1I) (410 mg, 1.8 mmol) in 25 mL of acetonitrile at 0° C., is added thionyl chloride (0.65 mL, 8.9 mmol) drop wise. After being stirred at room temperature for 2 hours, the reaction mixture is concentrated to remove most of thionyl chloride and acetonitrile. The residue is dissolved in 30 mL of CH2Cl2 and basified by saturated sodium bicarbonate to PH˜8.0. The organic layer is dried over sodium sulfate and concentrated t... Run in C(C)#N (acetonitrile). Conditions: time 2 hour. Reaction SMILES: [F:1][C:2]1[CH:7]=[CH:6][C:5]([C:8]([C:10]2[CH:11]=[N:12][CH:13]=[C:14]([CH2:16]O)[CH:15]=2)=[O:9])=[CH:4][CH:3]=1.S(Cl)([Cl:20])=O>C(#N)C>[Cl:20][CH2:16][C:14]1[CH:15]=[C:10]([C:8]([C:5]2[CH:6]=[CH:7][C:2]([F:1])=[CH:3][CH:4]=2)=[O:9])[CH:11]=[N:12][CH:13]=1. The reactants are C(CC)(=O)N1C(CC2=CC=CC=C12)C(=O)O (1-propionyl-2,3-dihydro-1H-indole-2-carboxylic acid), C(#CC(=O)OC)C(=O)OC (dimethyl acetylenedicarboxylate), C(=O)=O (carbon dioxide). Solvent: C(C)(=O)OC(C)=O (acetic anhydride). Run at temperature 120 celsius. Yields the product COC(=O)C=1C(=C(N2C1CC=1C=CC=CC21)CC)C(=O)OC (3-ethyl-8H-3a-aza-cyclopenta[a]indene-1,2-dicarboxylic acid dimethyl ester). As a reaction SMILES: [C:1]([N:5]1[C:13]2[C:8](=[CH:9][CH:10]=[CH:11][CH:12]=2)[CH2:7][CH:6]1C(O)=O)(=O)[CH2:2][CH3:3].[C:17]([C:23]([O:25][CH3:26])=[O:24])#[C:18][C:19]([O:21][CH3:22])=[O:20].C(=O)=O>C(OC(=O)C)(=O)C>[CH3:22][O:21][C:19]([C:18]1[C:17]([C:23]([O:25][CH3:26])=[O:24])=[C:1]([CH2:2][CH3:3])[N:5]2[C:13]3[CH:12]=[CH:11][CH:10]=[CH:9][C:8]=3[CH2:7][C:6]=12)=[O:20]. Procedure details: A mixture of 1-propionyl-2,3-dihydro-1H-indole-2-carboxylic acid (4.49 g, 20.5 mmol) and dimethyl acetylenedicarboxylate (5.68 g, 40 mmol) in acetic anhydride (40 mL) was stirred in a flask equipped with a reflux condenser and a gas bubbler to monitor carbon dioxide evolution during the reaction. The mixture was heated to 120° C. for 4 hours until no gas was eliminated. The dark solution was concentrated in vacuo to dryness and the solid residue was recrystallized from methanol to yield 3-ethyl-... The reactants are CC(C)O, Nc1ccccc1CO, O=Cc1ccsc1. The product is c1ccc2c(c1)COC(c1ccsc1)N2. RXN SMILES: [CH3:17][CH:18]([OH:19])[CH3:20].[NH2:1][c:2]1[c:3]([CH2:4][OH:5])[cH:6][cH:7][cH:8][cH:9]1.[s:10]1[cH:11][c:12]([CH:15]=[O:16])[cH:13][cH:14]1>>[NH:1]1[c:2]2[c:3]([cH:6][cH:7][cH:8][cH:9]2)[CH2:4][O:5][CH:15]1[c:12]1[cH:11][s:10][cH:14][cH:13]1. Product: CCC1C(=O)N(C)c2cnc(-n3ccnc3-c3nccs3)nc2N1C1CCCC1. As a reaction SMILES: [Br:1][c:2]1[n:3](-[c:7]2[n:8][c:9]3[c:14]([cH:15][n:16]2)[N:13]([CH3:17])[C:12](=[O:18])[CH:11]([CH2:19][CH3:20])[N:10]3[CH:21]2[CH2:22][CH2:23][CH2:24][CH2:25]2)[cH:4][cH:5][n:6]1.[CH2:26]([Sn:27]([CH2:28][CH2:29][CH2:30][CH3:36])([c:31]1[s:32][cH:33][cH:34][n:35]1)[CH2:37][CH2:38][CH2:39][CH3:40])[CH2:41][CH2:42][CH3:43]>>[c:2]1(-[c:31]2[s:32][cH:33][cH:34][n:35]2)[n:3](-[c:7]2[n:8][c:9]3[c:14]([cH:15][n:16]2)[N:13]([CH3:17])[C:12](=[O:18])[CH:11]([CH2:19][CH3:20])[N:10]3[CH:21]2[CH2:22][CH2:23][CH2:24][CH2:25]2)[cH:4][cH:5][n:6]1. Starting materials: CCC1C(=O)N(C)c2cnc(-n3ccnc3Br)nc2N1C1CCCC1, CCCC[Sn](CCCC)(CCCC)c1nccs1. Reactants: CCOC(=O)Cc1ccc(CC)c(OC)c1, ClCCl. Product: CCOC(=O)Cc1ccc(CC)c(O)c1. RXN SMILES: [CH2:1]([CH3:2])[c:3]1[c:4]([O:15][CH3:16])[cH:5][c:6]([CH2:9][C:10](=[O:11])[O:12][CH2:13][CH3:14])[cH:7][cH:8]1.[Cl:17][CH2:18][Cl:19]>>[CH2:1]([CH3:2])[c:3]1[c:4]([OH:15])[cH:5][c:6]([CH2:9][C:10](=[O:11])[O:12][CH2:13][CH3:14])[cH:7][cH:8]1. Isolated yield 46.1%. The reactants are CS(=O)(=O)Cl (methanesulphonyl chloride), C1(=CC=CC=C1)C(=NNC(CCC(C)O)=O)C1=CC=CC=C1 (N′-(diphenylmethylene)-4-hydroxypentane hydrazide), N1=CC=CC=C1 (pyridine), N—N-dimethylaminopyridine, C(C)(=O)OCC.O (ethyl acetate water). Procedure details: At 0° C., 0.25 ml (3.2 mmol) of methanesulphonyl chloride is added dropwise to a solution of 0.64 g (2.2 mmol) of N′-(diphenylmethylene)-4-hydroxypentane hydrazide, 0.19 ml (2.4 mmol) of pyridine and 0.01 mg of N—N-dimethylaminopyridine in 5 ml of dichloromethane. The reaction mixture is stirred at room temperature for 2 h, and ethyl acetate/water is then added. The organic phase is separated off and the aqueous phase is extracted with 3×100 ml of ethyl acetate. The combined organic phases are d... The solvent is ClCCl (dichloromethane). The product is CS(=O)(=O)OC(C)CCC(=O)NN=C(C1=CC=CC=C1)C1=CC=CC=C1 (5-[2-(diphenylmethylene)hydrazino]-5-oxopentan-2-yl methanesulphonate). RXN SMILES: [CH3:1][S:2](Cl)(=[O:4])=[O:3].[C:6]1([C:12]([C:22]2[CH:27]=[CH:26][CH:25]=[CH:24][CH:23]=2)=[N:13][NH:14][C:15](=[O:21])[CH2:16][CH2:17][CH:18]([OH:20])[CH3:19])[CH:11]=[CH:10][CH:9]=[CH:8][CH:7]=1.N1C=CC=CC=1.C(OCC)(=O)C.O>ClCCl>[CH3:1][S:2]([O:20][CH:18]([CH2:17][CH2:16][C:15]([NH:14][N:13]=[C:12]([C:22]1[CH:27]=[CH:26][CH:25]=[CH:24][CH:23]=1)[C:6]1[CH:7]=[CH:8][CH:9]=[CH:10][CH:11]=1)=[O:21])[CH3:19])(=[O:4])=[O:3] |f:3.4|. Conditions: time 2 hour. Reactants: C(C1=CC=CC=C1)OC(=O)NC=1C=CC2=C(N(C(=N2)CCCC)CC2=CC=C(C=C2)C=2C(=CC=CC2)C(=O)OC(C)(C)C)C1 (tert.butyl 4'-[(6-benzyloxycarbonylamino-2-n-butyl-benzimidazol-1-yl)-methyl]biphenyl-2-carboxylate), FC(C(=O)O)(F)F (trifluoroacetic acid). Yields the product C(C1=CC=CC=C1)OC(=O)NC=1C=CC2=C(N(C(=N2)CCCC)CC2=CC=C(C=C2)C=2C(=CC=CC2)C(=O)O)C1 (4'-[(6-Benzyloxycarbonylamino-2-n-butyl-benzimidazol-1-yl)-methyl]biphenyl-2-carboxylic acid). RXN SMILES: [CH2:1]([O:8][C:9]([NH:11][C:12]1[CH:13]=[CH:14][C:15]2[N:19]=[C:18]([CH2:20][CH2:21][CH2:22][CH3:23])[N:17]([CH2:24][C:25]3[CH:30]=[CH:29][C:28]([C:31]4[C:32]([C:37]([O:39]C(C)(C)C)=[O:38])=[CH:33][CH:34]=[CH:35][CH:36]=4)=[CH:27][CH:26]=3)[C:16]=2[CH:44]=1)=[O:10])[C:2]1[CH:7]=[CH:6][CH:5]=[CH:4][CH:3]=1.FC(F)(F)C(O)=O>>[CH2:1]([O:8][C:9]([NH:11][C:12]1[CH:13]=[CH:14][C:15]2[N:19]=[C:18]([CH2:20][CH2:21][CH2:22][CH3:23])[N:17]([CH2:24][C:25]3[CH:26]=[CH:27][C:28]([C:31]4[C:32]([C:37]([OH:39])=[O:38])=[CH:33][CH:34]=[CH:35][CH:36]=4)=[CH:29][CH:30]=3)[C:16]=2[CH:44]=1)=[O:10])[C:2]1[CH:7]=[CH:6][CH:5]=[CH:4][CH:3]=1. Procedure details: Prepared in analogous manner to Example 9 from tert.butyl 4'-[(6-benzyloxycarbonylamino-2-n-butyl-benzimidazol-1-yl)-methyl]biphenyl-2-carboxylate and trifluoroacetic acid. Starting materials: FC(C(F)F)(OC=1C=C(C=CC1)CN(C=1C=C(C=CC1)O)C(C(F)(F)F)(C)O)F (3-[[[3-(1,1,2,2-tetrafluoroethoxy)phenyl]methyl](1,1,1-trifluoro-2-hydroxypropyl)-amino]phenol), BrCC1CCCCC1 (bromomethylcyclohexane), C([O-])([O-])=O.[Cs+].[Cs+] (Cesium carbonate). Run in C(C)#N (acetonitrile). Run at temperature 50 celsius. Product: C1(CCCCC1)COC=1C=C(C=CC1)CC(C(F)(F)F)(O)NCC1=CC(=CC=C1)OC(C(F)F)(F)F ([3-(cyclohexylmethoxy)phenyl][[(3-(1,1,2,2-tetrafluoroethoxy)phenyl]-methyl]amino]-1,1,1-trifluoro-2-propanol). RXN SMILES: [F:1][C:2]([F:29])([O:6][C:7]1[CH:8]=[C:9]([CH2:13][N:14]([C:22]([OH:28])([CH3:27])[C:23]([F:26])([F:25])[F:24])C2C=C(O)C=CC=2)[CH:10]=[CH:11][CH:12]=1)[CH:3]([F:5])[F:4].Br[CH2:31][CH:32]1[CH2:37][CH2:36][CH2:35][CH2:34][CH2:33]1.[C:38](=[O:41])([O-])[O-].[Cs+].[Cs+]>C(#N)C>[CH:32]1([CH2:31][O:41][C:38]2[CH:11]=[C:12]([CH2:27][C:22]([NH:14][CH2:13][C:9]3[CH:10]=[CH:11][CH:12]=[C:7]([O:6][C:2]([F:29])([F:1])[CH:3]([F:4])[F:5])[CH:8]=3)([OH:28])[C:23]([F:25])([F:24])[F:26])[CH:7]=[CH:8][CH:9]=2)[CH2:37][CH2:36][CH2:35][CH2:34][CH2:33]1 |f:2.3.4|. Procedure details: 3-[[[3-(1,1,2,2-tetrafluoroethoxy)phenyl]methyl](1,1,1-trifluoro-2-hydroxypropyl)-amino]phenol (100 mg, 0.23 mmol) and bromomethylcyclohexane (42 μL, 0.30 mmol) were dissolved in 2 mL of acetonitrile. Cesium carbonate (144 mg, 0.44 mmol) was added, and the stirred solution was warmed to 50° C. for 48 hours, at which time HPLC analysis indicated that no phenolic starting material remained. The reaction was quenched with water and filtered through pre-wetted celite eluting with ethyl acetate. The ...